From a dataset of the Open Reaction Database (ORD), a public repository of structured organic reaction records. describe an organic reaction: reactants, conditions, products, and yield Starting materials: COC=1C(=CC2=C(CCC(CC2)=O)C1)[N+](=O)[O-].COC=1C(=CC2=C(CCC(CC2)N2CCOCC2)C1)[N+](=O)[O-] (4-(2-Methoxy-3-nitro-6,7,8,9-tetrahydro-5H-benzocyclohepten-7-yl)-morpholine 2-Methoxy-3-nitro-5,6,8,9-tetrahydro-benzocyclohepten-7-one), C(Cl)Cl (Methylene chloride), N1CCOCC1 (Morpholine), C(C)(=O)O (Acetic acid), 4A, C(C)(=O)O[BH-](OC(C)=O)OC(C)=O.[Na+] (Sodium triacetoxyborohydride). Run at time 4 hour. Product: COC=1C(=CC2=C(CCC(CC2)N2CCOCC2)C1)[N+](=O)[O-] (4-(2-Methoxy-3-nitro-6,7,8,9-tetrahydro-5H-benzocyclohepten-7-yl)-morpholine). Yield: 84.1%. RXN SMILES: COC1C([N+]([O-])=O)=CC2CCC(=O)CCC=2C=1.[CH3:18][O:19][C:20]1[C:21]([N+:37]([O-:39])=[O:38])=[CH:22][C:23]2[CH2:29][CH2:28][CH:27]([N:30]3[CH2:35][CH2:34][O:33][CH2:32][CH2:31]3)[CH2:26][CH2:25][C:24]=2[CH:36]=1.C(Cl)Cl.N1CCOCC1.C(O)(=O)C.C(O[BH-](OC(=O)C)OC(=O)C)(=O)C.[Na+]>>[CH3:18][O:19][C:20]1[C:21]([N+:37]([O-:39])=[O:38])=[CH:22][C:23]2[CH2:29][CH2:28][CH:27]([N:30]3[CH2:35][CH2:34][O:33][CH2:32][CH2:31]3)[CH2:26][CH2:25][C:24]=2[CH:36]=1 |f:0.1,5.6|. Reported procedure: 4-(2-Methoxy-3-nitro-6,7,8,9-tetrahydro-5H-benzocyclohepten-7-yl)-morpholine 2-Methoxy-3-nitro-5,6,8,9-tetrahydro-benzocyclohepten-7-one (4.94 g, 0.0210 mol) in Methylene chloride (100 mL, 2 mol) was treated with Morpholine (18.30 g, 0.2100 mol) and then Acetic acid (12.61 g, 0.2100 mol). Two mass equivalents of powdered 4A molecular sieves were added and the mixture was heated to reflux and was allowed to stir for 4 hours. The solution was then cooled to room temp and Sodium triacetoxyborohydri...